Task: describe an organic reaction: reactants, conditions, products, and yield. Dataset: the Open Reaction Database (ORD), a public repository of structured organic reaction records Reactants: BrCC1CC1 ((Bromomethyl)cyclopropane), C([O-])([O-])=O.[K+].[K+] (potassium carbonate), OC=1C(=C(C(=O)OC)C=CC1OC)[N+](=O)[O-] (methyl 3-hydroxy-4-methoxy-2-nitrobenzoate). The solvent is CN(C=O)C (dimethylformamide). Reaction conditions: time 8 hour. Yields the product C1(CC1)COC=1C(=C(C(=O)OC)C=CC1OC)[N+](=O)[O-] (methyl 3-(cyclopropylmethoxy)-4-methoxy-2-nitrobenzoate). Yield: 93.5%. As a reaction SMILES: Br[CH2:2][CH:3]1[CH2:5][CH2:4]1.C(=O)([O-])[O-].[K+].[K+].[OH:12][C:13]1[C:14]([N+:25]([O-:27])=[O:26])=[C:15]([CH:20]=[CH:21][C:22]=1[O:23][CH3:24])[C:16]([O:18][CH3:19])=[O:17]>CN(C)C=O>[CH:5]1([CH2:4][O:12][C:13]2[C:14]([N+:25]([O-:27])=[O:26])=[C:15]([CH:20]=[CH:21][C:22]=2[O:23][CH3:24])[C:16]([O:18][CH3:19])=[O:17])[CH2:3][CH2:2]1 |f:1.2.3|. Procedure: (Bromomethyl)cyclopropane (136 g, 1.01 mol) and potassium carbonate (173 g, 1.25 mol) were added to a solution of methyl 3-hydroxy-4-methoxy-2-nitrobenzoate (190 g, 837 mmol) and dimethylformamide (1 L). The mixture was stirred at room temperature overnight and then quenched with water/ice (3 L). The resulting solids were collected by filtration, washed with water (500 mL×3), and then dried in an oven to give 220 g of methyl 3-(cyclopropylmethoxy)-4-methoxy-2-nitrobenzoate as a yellow solid. MS ... Reactants: OC1=CC=C2CCC(C2=C1)=O (6-hydroxy-2,3-dihydroinden-1-one), BrCC1=CC=CC=C1 (1-(bromomethyl)benzene), C([O-])([O-])=O.[Cs+].[Cs+] (cesium carbonate). The solvent is CN(C)C=O (DMF), CCOC(=O)C (EtOAc). Reaction conditions: time 23 hour. Product: C(C1=CC=CC=C1)OC1=CC=C2CCC(C2=C1)=O (6-(Benzyloxy)-2,3-dihydroinden-1-one). Yield: 67.0%. RXN SMILES: [OH:1][C:2]1[CH:10]=[C:9]2[C:5]([CH2:6][CH2:7][C:8]2=[O:11])=[CH:4][CH:3]=1.Br[CH2:13][C:14]1[CH:19]=[CH:18][CH:17]=[CH:16][CH:15]=1.C(=O)([O-])[O-].[Cs+].[Cs+]>CN(C=O)C.CCOC(C)=O>[CH2:13]([O:1][C:2]1[CH:10]=[C:9]2[C:5]([CH2:6][CH2:7][C:8]2=[O:11])=[CH:4][CH:3]=1)[C:14]1[CH:19]=[CH:18][CH:17]=[CH:16][CH:15]=1 |f:2.3.4|. Procedure details: A mixture of 6-hydroxy-2,3-dihydroinden-1-one (available from Aldrich) (5.0 g, 34 mmol), 1-(bromomethyl)benzene (1.1) (available from Aldrich) (4.4 mL, 37 mmol) and cesium carbonate (25 g, 78 mmol) in DMF were stirred at room temperature for 23 hours. The reaction mixture was diluted with EtOAc (400 mL). The mixture was washed with brine and dried over anhydrous sodium sulfate. After removing solvent by rotary evaporation, the residue was purified by column chromatography (1:4 EtOAc/hexane). Pro... The reactants are [H-].[H-].[H-].[H-].[Li+].[Al+3] (LiAlH4), C(C)OC(CC1=CC=CC(=N1)NC)=O (ethyl-2-(methylamino)-6-pyridylacetate), O (H2O), [OH-].[Na+] (NaOH), O (H2O). Run in C1CCOC1 (THF), C1CCOC1 (THF). Reaction conditions: time 45 minute. The product is CNC1=CC=CC(=N1)C(C)O (6-(Methylamino)-2-pyridylethanol). Isolated yield 67.0%. Reaction SMILES: [H-].[H-].[H-].[H-].[Li+].[Al+3].C(O[C:10](=O)[CH2:11][C:12]1[N:17]=[C:16]([NH:18][CH3:19])[CH:15]=[CH:14][CH:13]=1)C.[OH2:21].[OH-].[Na+]>C1COCC1>[CH3:19][NH:18][C:16]1[N:17]=[C:12]([CH:11]([OH:21])[CH3:10])[CH:13]=[CH:14][CH:15]=1 |f:0.1.2.3.4.5,8.9|. Procedure details: A solution of 1.0 M LiAlH4 in THF (95 mL, 95 mmole) was added dropwise to a mechanically stirred suspension of ethyl-2-(methylamino)-6-pyridylacetate (7.34 g, 31.82 mmole) in dry THF (64 mL) at 0° C. under argon. The addition was done slowly until gas evolution subsided, then the remaining solution was added rapidly. Addition required 5-7 min. The reaction was warmed to RT and stirred for 45 min, then was heated to reflux. After 10 min, the reaction was cooled to 0° C. and worked up by sequentia...